Dataset: the Open Reaction Database (ORD), a public repository of structured organic reaction records. Task: describe an organic reaction: reactants, conditions, products, and yield Starting materials: FC(C(=O)O)(F)F.FC(C(=O)O)(F)F.ClC=1C=NC=2NC=3C=CC=C(CCC4=C(C=CC(NC1N2)=C4)NC(=O)C4CCNCC4)C3 (N-[6-chloro-2,4,8,22-tetraazatetracyclo[14.3.1.1(3,7).1(9,13)]docosa-1(20), 3(22),4,6,9(21),10,12,16,18-nonaen-12-yl]piperidine-4-carboxamide bis(trifluoroacetate)), CC1=CC(=NO1)C(=O)Cl (5-methylisoxazole-3-carbonyl chloride). Product: FC(C(=O)O)(F)F.ClC=1C=NC=2NC=3C=CC=C(CCC4=C(C=CC(NC1N2)=C4)NC(=O)C4CCN(CC4)C(=O)C4=NOC(=C4)C)C3 (N-[6-Chloro-2,4,8,22-tetraazatetracyclo[14.3.1.1(3,7).1(9,13)]docosa-1(20),3(22),4,6,9(21),10,12,16,18-nonaen-12-yl]-1-[(5-methylisoxazol-3-yl)carbonyl]piperidine-4-carboxamide trifluoroacetate). The yield is 12.0%. Reaction SMILES: [F:1][C:2]([F:7])([F:6])[C:3]([OH:5])=[O:4].FC(F)(F)C(O)=O.[Cl:15][C:16]1[CH:17]=[N:18][C:19]2[NH:20][C:21]3[CH:22]=[CH:23][CH:24]=[C:25]([CH:46]=3)[CH2:26][CH2:27][C:28]3[CH:36]=[C:32]([NH:33][C:34]=1[N:35]=2)[CH:31]=[CH:30][C:29]=3[NH:37][C:38]([CH:40]1[CH2:45][CH2:44][NH:43][CH2:42][CH2:41]1)=[O:39].[CH3:47][C:48]1[O:52][N:51]=[C:50]([C:53](Cl)=[O:54])[CH:49]=1>>[F:1][C:2]([F:7])([F:6])[C:3]([OH:5])=[O:4].[Cl:15][C:16]1[CH:17]=[N:18][C:19]2[NH:20][C:21]3[CH:22]=[CH:23][CH:24]=[C:25]([CH:46]=3)[CH2:26][CH2:27][C:28]3[CH:36]=[C:32]([NH:33][C:34]=1[N:35]=2)[CH:31]=[CH:30][C:29]=3[NH:37][C:38]([CH:40]1[CH2:45][CH2:44][N:43]([C:53]([C:50]2[CH:49]=[C:48]([CH3:47])[O:52][N:51]=2)=[O:54])[CH2:42][CH2:41]1)=[O:39] |f:0.1.2,4.5|. Procedure details: The desired compound was prepared according to the procedure of Example A20, using N-[6-chloro-2,4,8,22-tetraazatetracyclo[14.3.1.1(3,7).1(9,13)]docosa-1(20), 3(22),4,6,9(21),10,12,16,18-nonaen-12-yl]piperidine-4-carboxamide bis(trifluoroacetate) and 5-methylisoxazole-3-carbonyl chloride as starting materials in 12% yield. LCMS for C29H29ClN7O3 (M+H)+: m/z=558.2. Reactants: C([O-])([O-])=O.[K+].[K+] (potassium carbonate), C(C1=CC=CC=C1)Br (benzylbromide), OC1=CC=C(C=C1)N1CCN(CC1)CCC(C1=CC=CC=C1)OC(N)=O (Carbamic acid 3-[4-(4-hydroxy-phenyl)-piperazin-1-yl]-1-phenyl-propyl ester). Solvent: O (water), O1CCCC1 (tetrahydrofuran). Reaction conditions: temperature 70 celsius, time 10 hour. Yields the product C(C1=CC=CC=C1)OC1=CC=C(C=C1)N1CCN(CC1)CCC(C1=CC=CC=C1)OC(N)=O (Carbamic acid 3-[4-(4-benzyloxyphenyl)-piperazin-1-yl]-1-phenyl-propyl ester). As a reaction SMILES: [OH:1][C:2]1[CH:7]=[CH:6][C:5]([N:8]2[CH2:13][CH2:12][N:11]([CH2:14][CH2:15][CH:16]([O:23][C:24](=[O:26])[NH2:25])[C:17]3[CH:22]=[CH:21][CH:20]=[CH:19][CH:18]=3)[CH2:10][CH2:9]2)=[CH:4][CH:3]=1.C(=O)([O-])[O-].[K+].[K+].[CH2:33](Br)[C:34]1[CH:39]=[CH:38][CH:37]=[CH:36][CH:35]=1>O1CCCC1.O>[CH2:33]([O:1][C:2]1[CH:7]=[CH:6][C:5]([N:8]2[CH2:13][CH2:12][N:11]([CH2:14][CH2:15][CH:16]([O:23][C:24](=[O:26])[NH2:25])[C:17]3[CH:22]=[CH:21][CH:20]=[CH:19][CH:18]=3)[CH2:10][CH2:9]2)=[CH:4][CH:3]=1)[C:34]1[CH:39]=[CH:38][CH:37]=[CH:36][CH:35]=1 |f:1.2.3|. Procedure: The compound ‘carbamic acid 3-[4-(4-hydroxy-phenyl)-piperazin-1-yl]-1-phenyl-propyl ester (2 mmol) prepared in Example 84 was dissolved in tetrahydrofuran (25 mL), and potassium carbonate (K2CO3, 2.4 mmol) and benzylbromide (2.4 mmol) were added thereto, and the resulting mixture was stirred at 70° C. for 10 hours. The reaction mixture was diluted with water, and extracted several times with ethyl acetate to obtain an organic phase. The prepared organic phase was dried over magnesium sulfate, an... Starting materials: OC1=CC(=CC=2OC(C3C(C21)C=C(CC3)C)(C)C)C(CCC)(C)C3=CC=CC=C3 (1-Hydroxy-3-(phenyl- 1-methylbutyl)-6,6,9-trimethyl-6a,7,8,10a-tetrahydrodibenzo [b,d]pyran), Cl.O1CCN(CC1)CCCC(=O)O (γ-morpholinobutyric acid hydrochloride), C1(CCCCC1)N=C=NC1CCCCC1 (dicyclohexylcarbodiimide). Run in C(Cl)Cl (methylene chloride). The product is Cl.O1CCN(CC1)CCCC(=O)OC1=CC(=CC=2OC(C3C(C21)C=C(CC3)C)(C)C)C(CCC)(C)C3=CC=CC=C3 (1-[4-(morpholino)butyryloxy]-3-(phenyl-1-methylbutyl)-6,6,9-trimethyl-6a,7,8,10a-tetrahydrodibenzo[b,d]pyran hydrochloride). RXN SMILES: [OH:1][C:2]1[C:11]2[CH:10]3[CH:12]=[C:13]([CH3:16])[CH2:14][CH2:15][CH:9]3[C:8]([CH3:18])([CH3:17])[O:7][C:6]=2[CH:5]=[C:4]([C:19]([C:24]2[CH:29]=[CH:28][CH:27]=[CH:26][CH:25]=2)([CH3:23])[CH2:20][CH2:21][CH3:22])[CH:3]=1.[ClH:30].[O:31]1[CH2:36][CH2:35][N:34]([CH2:37][CH2:38][CH2:39][C:40](O)=[O:41])[CH2:33][CH2:32]1.C1(N=C=NC2CCCCC2)CCCCC1>C(Cl)Cl>[ClH:30].[O:31]1[CH2:36][CH2:35][N:34]([CH2:37][CH2:38][CH2:39][C:40]([O:1][C:2]2[C:11]3[CH:10]4[CH:12]=[C:13]([CH3:16])[CH2:14][CH2:15][CH:9]4[C:8]([CH3:18])([CH3:17])[O:7][C:6]=3[CH:5]=[C:4]([C:19]([C:24]3[CH:25]=[CH:26][CH:27]=[CH:28][CH:29]=3)([CH3:23])[CH2:20][CH2:21][CH3:22])[CH:3]=2)=[O:41])[CH2:33][CH2:32]1 |f:1.2,5.6|. Procedure: 0.7 g. (2.33 mmoles) of 1-Hydroxy-3-(phenyl- 1-methylbutyl)-6,6,9-trimethyl-6a,7,8,10a-tetrahydrodibenzo [b,d]pyran, prepared according to the method of Example 48, 0.48 g. (2.28 mmoles) of γ-morpholinobutyric acid hydrochloride (Cruichshank and Sheehan, J. Am. Chem. Soc. 83, 2891 (1961), m.p. 180°-182° ) and 0.48 g. (2.35 mmoles) of dicyclohexylcarbodiimide (Aldrich) are combined with 35 ml. of methylene chloride and stirred at room temperature for a total of 40 hours. The insoluble by-product ... Starting materials: CC1(OC(C(O1)=CC(=O)N(OC)CC1=CC=C(C=C1)F)=O)C (2-(2,2-Dimethyl-5-oxo-[1,3]dioxolan-4-ylidene)-N-(4-fluoro-benzyl)-N-methoxy-acetamide), S(N)(=O)(=O)C1=CC=C(C=C1)NC(C)=O (N-(4-sulfamoyl-phenyl)-acetamide), compound 1. Yields the product FC1=CC=C(CN(C(C=C(C(=O)NS(=O)(=O)C2=CC=C(C=C2)NC(C)=O)O)=O)OC)C=C1 (4-(4-Acetylamino-benzenesulfonylamino)-3-hydroxy-4-oxo-but-2-enoic acid (4-fluoro-benzyl)-methoxy-amide). RXN SMILES: CC1(C)[O:6][C:5](=[CH:7][C:8]([N:10]([CH2:13][C:14]2[CH:19]=[CH:18][C:17]([F:20])=[CH:16][CH:15]=2)[O:11][CH3:12])=[O:9])[C:4](=[O:21])O1.[S:23]([C:27]1[CH:32]=[CH:31][C:30]([NH:33][C:34](=[O:36])[CH3:35])=[CH:29][CH:28]=1)(=[O:26])(=[O:25])[NH2:24]>>[F:20][C:17]1[CH:16]=[CH:15][C:14]([CH2:13][N:10]([O:11][CH3:12])[C:8](=[O:9])[CH:7]=[C:5]([OH:6])[C:4]([NH:24][S:23]([C:27]2[CH:28]=[CH:29][C:30]([NH:33][C:34](=[O:36])[CH3:35])=[CH:31][CH:32]=2)(=[O:25])=[O:26])=[O:21])=[CH:19][CH:18]=1. Reported procedure: 2-(2,2-Dimethyl-5-oxo-[1,3]dioxolan-4-ylidene)-N-(4-fluoro-benzyl)-N-methoxy-acetamide was treated with N-(4-sulfamoyl-phenyl)-acetamide as described in the preparation of compound 1 to yield the title compound. 1H NMR (500 MHz, DMSO) δ: 2.07 (s, 3), 3.60 (s, 3), 4.71 (s, 2), 6.26 (s, 1), 6.94 (m, 2), 7.21 (m, 2), 7.72 (m, 2), 7.86 (m, 2). Reactants: COC(Cl)Cl, COc1ccc(CC(F)(F)F)cc1, ClCCl, O. Reaction SMILES: [CH3:14][O:15][CH:16]([Cl:17])[Cl:18].[CH3:1][O:2][c:3]1[cH:4][cH:5][c:6]([CH2:9][C:10]([F:11])([F:12])[F:13])[cH:7][cH:8]1.[Cl:19][CH2:20][Cl:21].[OH2:22]>>[CH3:1][O:2][c:3]1[cH:4][cH:5][c:6]([CH2:9][C:10]([F:11])([F:12])[F:13])[cH:7][c:8]1[CH:14]=[O:15]. Yields the product COc1ccc(CC(F)(F)F)cc1C=O. Reactants: CC(CC(C=1C=NC(=CC1)C1=CC=C(C=C1)C(F)(F)F)NC1=NC=C(C(=O)NCCC(=O)O)C=C1)C ((+/−)-3-(6-(3-methyl-1-(6-(4-(trifluoromethyl)phenyl)pyridin-3-yl)butylamino)nicotinamido)propanoic acid), CO (methanol), C(C)NCC (diethylamine). Solvent: C(=O)=O (CO2). Yields the product CC(CC(C=1C=NC(=CC1)C1=CC=C(C=C1)C(F)(F)F)NC1=NC=C(C(=O)NCCC(=O)OC)C=C1)C (methyl 3-(6-(3-methyl-1-(6-(4-(trifluoromethyl)phenyl)pyridin-3-yl)butylamino)nicotinamido)propanoate). Reaction SMILES: [CH3:1][CH:2]([CH3:36])[CH2:3][CH:4]([NH:21][C:22]1[CH:35]=[CH:34][C:25]([C:26]([NH:28][CH2:29][CH2:30][C:31]([OH:33])=[O:32])=[O:27])=[CH:24][N:23]=1)[C:5]1[CH:6]=[N:7][C:8]([C:11]2[CH:16]=[CH:15][C:14]([C:17]([F:20])([F:19])[F:18])=[CH:13][CH:12]=2)=[CH:9][CH:10]=1.CO.[CH2:39](NCC)C>C(=O)=O>[CH3:1][CH:2]([CH3:36])[CH2:3][CH:4]([NH:21][C:22]1[CH:35]=[CH:34][C:25]([C:26]([NH:28][CH2:29][CH2:30][C:31]([O:33][CH3:39])=[O:32])=[O:27])=[CH:24][N:23]=1)[C:5]1[CH:6]=[N:7][C:8]([C:11]2[CH:12]=[CH:13][C:14]([C:17]([F:19])([F:20])[F:18])=[CH:15][CH:16]=2)=[CH:9][CH:10]=1. Reported procedure: (+/−)-methyl 3-(6-(3-methyl-1-(6-(4-(trifluoromethyl)phenyl)pyridin-3-yl)butylamino)nicotinamido)propanoate (prepared as described in Example 1.29) was resolved via SFC (Column: Chiralcel OJ-H 250×4.6 mm×5 μm, Mobile phase: 5 to 40% methanol in CO2, modifier: 0.05% diethylamine, flow rate: 2.5 mL/min) to give methyl 3-(6-(3-methyl-1-(6-(4-(trifluoromethyl)phenyl)pyridin-3-yl)butylamino)nicotinamido)propanoate, Isomer 1 (retention time: 7.36 min) and methyl 3-(6-(3-methyl-1-(6-(4-(trifluoromethyl... Reactants: O=C(n1ccnc1)n1ccnc1, CCOC(C)=O, CN(CCN)CCC(c1ccccc1)c1ccccn1, CO, N=C(N)Nc1nc(CSCCN)cs1. The product is CN(CCNC(=O)NCCSCc1csc(NC(=N)N)n1)CCC(c1ccccc1)c1ccccn1. RXN SMILES: [C:21](=[O:22])([n:23]1[cH:24][cH:25][n:26][cH:27]1)[n:28]1[cH:29][cH:30][n:31][cH:32]1.[C:49]([O:50][CH2:51][CH3:52])(=[O:53])[CH3:54].[CH3:1][N:2]([CH2:3][CH2:4][NH2:5])[CH2:6][CH2:7][CH:8]([c:9]1[n:10][cH:11][cH:12][cH:13][cH:14]1)[c:15]1[cH:16][cH:17][cH:18][cH:19][cH:20]1.[CH3:47][OH:48].[NH:33]([C:34](=[NH:35])[NH2:36])[c:37]1[s:38][cH:39][c:40]([CH2:42][S:43][CH2:44][CH2:45][NH2:46])[n:41]1>>[CH3:1][N:2]([CH2:3][CH2:4][NH:5][C:21](=[O:22])[NH:46][CH2:45][CH2:44][S:43][CH2:42][c:40]1[cH:39][s:38][c:37]([NH:33][C:34](=[NH:35])[NH2:36])[n:41]1)[CH2:6][CH2:7][CH:8]([c:9]1[n:10][cH:11][cH:12][cH:13][cH:14]1)[c:15]1[cH:16][cH:17][cH:18][cH:19][cH:20]1. Starting materials: 40, O[C@@H]1CN(CC[C@H]1NCC1=CC=CC=C1)C(=O)OCC (ethyl trans-3-hydroxy-4-[(phenylmethyl)-amino]-1-piperidinecarboxylate), O(C[*:2])[*:1] (poly(oxymethylene)), S1C=CC=C1 (thiophene), [H][H] (hydrogen). Reagents/catalysts: [Pd] (palladium-on-charcoal). Run in CO (methanol), CO (methanol). Yields the product 32.7, O[C@@H]1CN(CC[C@H]1N(CC1=CC=CC=C1)C)C(=O)OCC (ethyl trans-3-hydroxy-4-[methyl(phenylmethyl)amino]-1-piperidinecarboxylate). Yield: 79.9%. As a reaction SMILES: [OH:1][C@H:2]1[C@H:7]([NH:8][CH2:9][C:10]2[CH:15]=[CH:14][CH:13]=[CH:12][CH:11]=2)[CH2:6][CH2:5][N:4]([C:16]([O:18][CH2:19][CH3:20])=[O:17])[CH2:3]1.S1C=CC=[CH:22]1.[H][H]>CO.[Pd]>[OH:1][C@H:2]1[C@H:7]([N:8]([CH3:22])[CH2:9][C:10]2[CH:15]=[CH:14][CH:13]=[CH:12][CH:11]=2)[CH2:6][CH2:5][N:4]([C:16]([O:18][CH2:19][CH3:20])=[O:17])[CH2:3]1. Procedure details: (a-2) A mixture of 40 parts of ethyl trans-3-hydroxy-4-[(phenylmethyl)-amino]-1-piperidinecarboxylate, 15 parts of poly(oxymethylene), 2 parts of a solution of thiophene in methanol and 400 parts of methanol was hydrogenated at normal pressure and at room temperature with 4 parts of palladium-on-charcoal catalyst 10%. After the calculated amount of hydrogen was taken up, the catalyst was filtered off and the filtrate was evaporated. The residue was dissolved in trichloromethane. The organic laye... Starting materials: CC(C)(C)OC(=O)c1c(N)sc2c1CC(C(=O)O)OC2, CCN=C=NCCCN(C)C, ClCCl, Cl, NCc1ccccc1, Cc1cccc(C)n1. Yields the product CC(C)(C)OC(=O)c1c(N)sc2c1CC(C(=O)NCc1ccccc1)OC2. As a reaction SMILES: [C:1]([CH3:2])([CH3:3])([CH3:4])[O:5][C:6](=[O:7])[c:8]1[c:9]([NH2:20])[s:10][c:11]2[c:16]1[CH2:15][CH:14]([C:17](=[O:18])[OH:19])[O:13][CH2:12]2.[CH3:22][N:23]([CH3:24])[CH2:25][CH2:26][CH2:27][N:28]=[C:29]=[N:30][CH2:31][CH3:32].[Cl:49][CH2:50][Cl:51].[ClH:21].[NH2:33][CH2:34][c:35]1[cH:36][cH:37][cH:38][cH:39][cH:40]1.[n:41]1[c:42]([CH3:43])[cH:44][cH:45][cH:46][c:47]1[CH3:48]>>[C:1]([CH3:2])([CH3:3])([CH3:4])[O:5][C:6](=[O:7])[c:8]1[c:9]([NH2:20])[s:10][c:11]2[c:16]1[CH2:15][CH:14]([C:17](=[O:19])[NH:33][CH2:34][c:35]1[cH:36][cH:37][cH:38][cH:39][cH:40]1)[O:13][CH2:12]2.